describe an organic reaction: reactants, conditions, products, and yield From a dataset of the Open Reaction Database (ORD), a public repository of structured organic reaction records. The reactants are ClC=1C=C(C=CC1)NCCNCC1=CC(=C(C=C1)OC)OC (N-(3-chlorophenyl)-N'-[(3,4-dimethoxyphenyl)methyl]-1,2-ethanediamine), BrC(C(=O)NC(C)C)CBr (2,3-dibromo-N-(1-methylethyl)propanamide). Yields the product ClC=1C=C(C=CC1)N1CC(N(CC1)CC1=CC(=C(C=C1)OC)OC)C(=O)NC(C)C (4-(3-Chlorophenyl)-1-[(3,4-dimethoxyphenyl)methyl]-N-(1-methylethyl)-2-piperazinecarboxamide). RXN SMILES: [Cl:1][C:2]1[CH:3]=[C:4]([NH:8][CH2:9][CH2:10][NH:11][CH2:12][C:13]2[CH:18]=[CH:17][C:16]([O:19][CH3:20])=[C:15]([O:21][CH3:22])[CH:14]=2)[CH:5]=[CH:6][CH:7]=1.Br[CH:24]([CH2:31]Br)[C:25]([NH:27][CH:28]([CH3:30])[CH3:29])=[O:26]>>[Cl:1][C:2]1[CH:3]=[C:4]([N:8]2[CH2:9][CH2:10][N:11]([CH2:12][C:13]3[CH:18]=[CH:17][C:16]([O:19][CH3:20])=[C:15]([O:21][CH3:22])[CH:14]=3)[CH:24]([C:25]([NH:27][CH:28]([CH3:30])[CH3:29])=[O:26])[CH2:31]2)[CH:5]=[CH:6][CH:7]=1. Reported procedure: In a manner similar to Preparation 23, react N-(3-chlorophenyl)-N'-[(3,4-dimethoxyphenyl)methyl]-1,2-ethanediamine with 2,3-dibromo-N-(1-methylethyl)propanamide to obtain the title compound. Reactants: C(C)(=O)O[C@@H]1[C@H](O[C@H]([C@@H]1OC(C)=O)N1C2=NC(=NC(=C2N=C1)NCC(C1=CC=CC=C1)C1=CC=CC=C1)C#N)COC(C)=O ((2R,3R,4R,5R)-4-(acetyloxy)-2-[(acetyloxy)methyl]-5-{2-cyano-6-[(2,2-diphenylethyl)amino]-9H-purin-9-yl}tetrahydro-3-furanyl acetate), N (ammonia). The reagents and catalysts are [Pd] (Palladium on carbon). The solvent is C(C)O (ethanol). Reaction conditions: time 16 hour. Product: NCC1=NC(=C2N=CN(C2=N1)[C@@H]1O[C@@H]([C@H]([C@H]1O)O)CO)NCC(C1=CC=CC=C1)C1=CC=CC=C1 ((2R,3R,4S,5R)-2-{2-(Aminomethyl)-6-[(2,2-diphenylethyl)amino]-9H-purin-9-yl}-5-(hydroxymethyl)tetrahydro-3,4-furandiol). Yield: 50.5%. Reaction SMILES: C([O:4][C@H:5]1[C@@H:9]([O:10]C(=O)C)[C@H:8]([N:14]2[CH:22]=[N:21][C:20]3[C:15]2=[N:16][C:17]([C:38]#[N:39])=[N:18][C:19]=3[NH:23][CH2:24][CH:25]([C:32]2[CH:37]=[CH:36][CH:35]=[CH:34][CH:33]=2)[C:26]2[CH:31]=[CH:30][CH:29]=[CH:28][CH:27]=2)[O:7][C@@H:6]1[CH2:40][O:41]C(=O)C)(=O)C.N>[Pd].C(O)C>[NH2:39][CH2:38][C:17]1[N:16]=[C:15]2[C:20]([N:21]=[CH:22][N:14]2[C@H:8]2[C@H:9]([OH:10])[C@H:5]([OH:4])[C@@H:6]([CH2:40][OH:41])[O:7]2)=[C:19]([NH:23][CH2:24][CH:25]([C:32]2[CH:37]=[CH:36][CH:35]=[CH:34][CH:33]=2)[C:26]2[CH:27]=[CH:28][CH:29]=[CH:30][CH:31]=2)[N:18]=1. Procedure details: 10% Palladium on carbon (200 mg) was added to a solution of (2R,3R,4R,5R)-4-(acetyloxy)-2-[(acetyloxy)methyl]-5-{2-cyano-6-[(2,2-diphenylethyl)amino]-9H-purin-9-yl}tetrahydro-3-furanyl acetate (Preparation 1) (1.9 g, 3.2 mmol) in a saturated solution of ammonia in ethanol (100 ml). The reaction mixture was stirred under an atmosphere of hydrogen (414 kPa, 60 psi) for 16 hours at room temperature. The solids were removed by filtration through Arbocel (Trade Mark) and the solvent was removed under... Starting materials: CC(C)(OC(=O)c1ccccc1)c1nccc2ccccc12, C, CCO, [H][H], [Pd]. Product: CC(C)c1nccc2ccccc12. As a reaction SMILES: [C:1]([O:2][C:10]([CH3:11])([CH3:12])[c:13]1[n:14][cH:15][cH:16][c:17]2[cH:18][cH:19][cH:20][cH:21][c:22]12)(=[O:3])[c:4]1[cH:5][cH:6][cH:7][cH:8][cH:9]1.[C:28].[CH3:25][CH2:26][OH:27].[H:23][H:24].[Pd:29]>>[CH:10]([CH3:11])([CH3:12])[c:13]1[n:14][cH:15][cH:16][c:17]2[cH:18][cH:19][cH:20][cH:21][c:22]12. Starting materials: OC1=CC(OC1C)=O (4-Hydroxy-5-methyl-5H-furan-2-one), C(C)(C)(C)O (tert-butanol), S(O)(O)(=O)=O (sulfuric acid). Conditions: temperature 40 celsius. The product is C(C)(C)(C)C=1C(OC(C1O)C)=O (3-tert-butyl-4-hydroxy-5-methyl-5H-furan-2-one). The yield is 13.0%. As a reaction SMILES: [OH:1][C:2]1[CH:6]([CH3:7])[O:5][C:4](=[O:8])[CH:3]=1.[C:9](O)([CH3:12])([CH3:11])[CH3:10].S(=O)(=O)(O)O>>[C:9]([C:3]1[C:4](=[O:8])[O:5][CH:6]([CH3:7])[C:2]=1[OH:1])([CH3:12])([CH3:11])[CH3:10]. Procedure: 4-Hydroxy-5-methyl-5H-furan-2-one (15.9 g, 0.14 mol) was dissolved in tert-butanol (13.9 ml, 0.147 mol) with concentrated sulfuric acid (7.8 ml, 0.147 mol) and heated at 40° C. for 4 days. The reaction mixture was allowed to cool and was partitioned between water (75 ml) and diethyl ether (75 ml). The organic layer was separated and dried (Na2SO4), filtered and concentrated under vacuum. Chromatography on silica gel with diethyl ether as eluent gave a crude product which was further purified by ... Conditions: temperature 80 celsius, time 2 hour. Starting materials: CC(=O)O (HOAc), [H-].[Na+] (NaH), C(OCC)(OCC)=O (diethyl carbonate), C(C)(=O)C=1SC=C(N1)C (2-acetyl-4-methylthiazole), ice. As a reaction SMILES: [H-].[Na+].[C:3](=[O:10])([O:7][CH2:8][CH3:9])OCC.[C:11]([C:14]1[S:15][CH:16]=[C:17]([CH3:19])[N:18]=1)(=[O:13])[CH3:12].CC(O)=O>CCCC(C)C.C1(C)C=CC=CC=1.O>[CH3:19][C:17]1[N:18]=[C:14]([C:11](=[O:13])[CH2:12][C:3]([O:7][CH2:8][CH3:9])=[O:10])[S:15][CH:16]=1 |f:0.1|. Reported procedure: NaH (60% in oil, 1.34 g, 33.5 mmol) was washed with isohexane (2×14 mL), suspended in toluene (25 mL), treated with diethyl carbonate (4.7 mL, 4.6 g, 38.8 mmol), heated to 80° C., treated dropwise over 20 min with a solution of 2-acetyl-4-methylthiazole (2.72 g, 19.2 mmol) in toluene (5 mL) and stirred at 80° C. for 2 h. The mixture was cooled to 0° C., treated dropwise with HOAc (4.65 mL, 4.9 g, 81 mmol) followed by ice (25 g) and water (50 mL) and stirred for 30 min. The aqueous phase was extr... Yield: 73.3%. Product: CC=1N=C(SC1)C(CC(=O)OCC)=O (Ethyl 4-methyl-β-oxo-2-thiazolepropionate). Run in C1(=CC=CC=C1)C (toluene), O (water), CCCC(C)C (isohexane), C1(=CC=CC=C1)C (toluene). Reactants: OCCCC(C=1OC(=C(N1)C1=CC=CC=C1)C1=CC=CC=C1)NC1CCC2=C(C=CC=C12)OC (1-[[4-hydroxy-1-(4,5-diphenyloxazol-2-yl)butyl]amino]-2,3-dihydro-4-methoxy-1H-indene), SOCl9. Solvent: C(Cl)Cl (CH2Cl2). Reaction conditions: time 17 hour. Yields the product C1(=CC=CC=C1)C=1N=C(OC1C1=CC=CC=C1)C1N(CCC1)C1CCC2=C(C=CC=C12)OC (1-[2-(4,5-diphenyloxazol-2-yl)pyrrolidin-1-yl]-2,3-dihydro-4-methoxy-1H-indene). Isolated yield 57.8%. As a reaction SMILES: O[CH2:2][CH2:3][CH2:4][CH:5]([NH:23][CH:24]1[C:32]2[C:27](=[C:28]([O:33][CH3:34])[CH:29]=[CH:30][CH:31]=2)[CH2:26][CH2:25]1)[C:6]1[O:7][C:8]([C:17]2[CH:22]=[CH:21][CH:20]=[CH:19][CH:18]=2)=[C:9]([C:11]2[CH:16]=[CH:15][CH:14]=[CH:13][CH:12]=2)[N:10]=1>C(Cl)Cl>[C:11]1([C:9]2[N:10]=[C:6]([CH:5]3[CH2:4][CH2:3][CH2:2][N:23]3[CH:24]3[C:32]4[C:27](=[C:28]([O:33][CH3:34])[CH:29]=[CH:30][CH:31]=4)[CH2:26][CH2:25]3)[O:7][C:8]=2[C:17]2[CH:22]=[CH:21][CH:20]=[CH:19][CH:18]=2)[CH:16]=[CH:15][CH:14]=[CH:13][CH:12]=1. Reported procedure: To a solution of 1-[[4-hydroxy-1-(4,5-diphenyloxazol-2-yl)butyl]amino]-2,3-dihydro-4-methoxy-1H-indene (0.27 g) in CH2Cl2 (5 ml) was added SOCl9 (1 ml) at 0° C. After being stirred for 17 hours at room temperature, the solvent was evaporated in vacuo and the residue was dissolved in DMF (5 ml). To the mixture was added K2CO3 (2.07 g). After being stirred for 1 day at room temperature, the mixture was partitioned between ethyl acetate and water. The organic layer was washed with brine. The dried ... As a reaction SMILES: [CH3:1][C:2]1[CH:3]=[C:4]([SH:13])[CH:5]=[C:6]([C:9]([CH3:12])([CH3:11])[CH3:10])[C:7]=1[OH:8].[OH-].[K+].Cl[CH2:17][N:18]1[C:22](=[O:23])[C:21]2=[CH:24][CH:25]=[CH:26][CH:27]=[C:20]2[C:19]1=[O:28]>>[CH3:1][C:2]1[CH:3]=[C:4]([S:13][CH2:17][N:18]2[C:19](=[O:28])[C:20]3=[CH:27][CH:26]=[CH:25][CH:24]=[C:21]3[C:22]2=[O:23])[CH:5]=[C:6]([C:9]([CH3:10])([CH3:12])[CH3:11])[C:7]=1[OH:8] |f:1.2|. Yields the product CC=1C=C(C=C(C1O)C(C)(C)C)SCN1C(C=2C(C1=O)=CC=CC2)=O (N-(3-methyl-4-hydroxy-5-tert-butylphenylthiomethyl)phthalimide). Starting materials: CC=1C=C(C=C(C1O)C(C)(C)C)S (3-methyl-4-hydroxy-5-tert-butylbenzenethiol), [OH-].[K+] (potassium hydroxide), ClCN1C(C=2C(C1=O)=CC=CC2)=O (N-(chloromethyl)phthalimide). Yield: 46.3%. Procedure: The procedure of Example 1 was repeated using 8.46 grams of 3-methyl-4-hydroxy-5-tert-butylbenzenethiol, 1.72 grams of potassium hydroxide, and 8.43 grams of N-(chloromethyl)phthalimide. Recrystallization from ethyl acetate-heptane afforded 7.1 grams of product with m.p. 114°-116° C. The reactants are Cc1ccc(OCc2ccccc2)c(C2=C(B(O)O)CCC2)c1, CCOC(=O)c1cc(I)ccc1N. Yields the product CCOC(=O)c1cc(C2=C(c3cc(C)ccc3OCc3ccccc3)CCC2)ccc1N. RXN SMILES: [CH2:1]([c:2]1[cH:3][cH:4][cH:5][cH:6][cH:7]1)[O:8][c:9]1[c:10]([C:16]2=[C:17]([B:21]([OH:22])[OH:23])[CH2:18][CH2:19][CH2:20]2)[cH:11][c:12]([CH3:15])[cH:13][cH:14]1.[CH2:24]([CH3:25])[O:26][C:27]([c:28]1[c:29]([NH2:35])[cH:30][cH:31][c:32]([I:34])[cH:33]1)=[O:36]>>[CH2:1]([c:2]1[cH:3][cH:4][cH:5][cH:6][cH:7]1)[O:8][c:9]1[c:10]([C:16]2=[C:17]([c:32]3[cH:31][cH:30][c:29]([NH2:35])[c:28]([C:27]([O:26][CH2:24][CH3:25])=[O:36])[cH:33]3)[CH2:18][CH2:19][CH2:20]2)[cH:11][c:12]([CH3:15])[cH:13][cH:14]1. Reactants: C1(=CC=CC=C1)S (thiophenol), COC(C)N1C=C(C2=CC=CC=C12)C=1C(NC(C1C1=CN(C2=CC=CC=C12)C(C)OC)=O)=O (3,4-bis[1-(1-methoxyethyl)-3-indolyl]-1H-pyrrole-2,5-dione). The reagents and catalysts are Cl (hydrochloric acid). The solvent is ClCCl (dichloromethane). Run at time 2 hour. Product: C1(=CC=CC=C1)SC(C)N1C=C(C2=CC=CC=C12)C=1C(NC(C1C1=CN(C2=CC=CC=C12)C(C)SC1=CC=CC=C1)=O)=O (3,4-bis[1-(1-phenylthioethyl)-3-indolyl]-1H-pyrrole-2,5-dione). Isolated yield 93.7%. RXN SMILES: [C:1]1([SH:7])[CH:6]=[CH:5][CH:4]=[CH:3][CH:2]=1.CO[CH:10]([N:12]1[C:20]2[C:15](=[CH:16][CH:17]=[CH:18][CH:19]=2)[C:14]([C:21]2[C:22](=[O:40])[NH:23][C:24](=[O:39])[C:25]=2[C:26]2[C:34]3[C:29](=[CH:30][CH:31]=[CH:32][CH:33]=3)[N:28]([CH:35](OC)[CH3:36])[CH:27]=2)=[CH:13]1)[CH3:11]>Cl.ClCCl>[C:1]1([S:7][CH:35]([N:28]2[C:29]3[C:34](=[CH:33][CH:32]=[CH:31][CH:30]=3)[C:26]([C:25]3[C:24](=[O:39])[NH:23][C:22](=[O:40])[C:21]=3[C:14]3[C:15]4[C:20](=[CH:19][CH:18]=[CH:17][CH:16]=4)[N:12]([CH:10]([S:7][C:1]4[CH:6]=[CH:5][CH:4]=[CH:3][CH:2]=4)[CH3:11])[CH:13]=3)=[CH:27]2)[CH3:36])[CH:6]=[CH:5][CH:4]=[CH:3][CH:2]=1. Procedure: 220 mg of thiophenol and 1 drop of concentrated hydrochloric acid were added to a solution of 150 mg of the product of Example 10 in 40 ml of dichloromethane. The solution was stirred nitrogen for 2 hours. The solvent was evaporated and the residue was recrystallized from diethyl ether/hexane to give 190 mg of 3,4-bis[1-(1-phenylthioethyl)-3-indolyl]-1H-pyrrole-2,5-dione, m.p. 102°-105° C.